This data is from the Open Reaction Database (ORD), a public repository of structured organic reaction records. The task is: describe an organic reaction: reactants, conditions, products, and yield Starting materials: COC1=C(CN2S(NCC2=O)(=O)=O)C=CC(=C1)OC (2-(2,4-dimethoxybenzyl)-1,1-dioxo-1,2,5-thiadiazolidin-3-one), COC(=O)C=1C=C(C=CC1)B(O)O (3-methoxycarbonyl phenylboronic acid), CS2CO3. Reagents/catalysts: C(C)(=O)[O-].[Cu+2].C(C)(=O)[O-] (copper(II) acetate). Solvent: O1CCOCC1 (1,4-dioxane). Conditions: time 16 hour. Product: COC(C1=CC(=CC=C1)N1S(N(C(C1)=O)CC1=C(C=C(C=C1)OC)OC)(=O)=O)=O (3-[5-(2,4-dimethoxybenzyl)-1,1,4-trioxo-1,2,5-thiadiazolidin-2-yl]benzoic acid methyl ester). RXN SMILES: [CH3:1][O:2][C:3]1[CH:17]=[C:16]([O:18][CH3:19])[CH:15]=[CH:14][C:4]=1[CH2:5][N:6]1[C:10](=[O:11])[CH2:9][NH:8][S:7]1(=[O:13])=[O:12].[CH3:20][O:21][C:22]([C:24]1[CH:25]=[C:26](B(O)O)[CH:27]=[CH:28][CH:29]=1)=[O:23]>O1CCOCC1.C([O-])(=O)C.[Cu+2].C([O-])(=O)C>[CH3:20][O:21][C:22](=[O:23])[C:24]1[CH:25]=[CH:26][CH:27]=[C:28]([N:8]2[CH2:9][C:10](=[O:11])[N:6]([CH2:5][C:4]3[CH:14]=[CH:15][C:16]([O:18][CH3:19])=[CH:17][C:3]=3[O:2][CH3:1])[S:7]2(=[O:13])=[O:12])[CH:29]=1 |f:3.4.5|. Reported procedure: A solution of the title B compound in Example 36, 2-(2,4-dimethoxybenzyl)-1,1-dioxo-1,2,5-thiadiazolidin-3-one (115 mg, 4.02 mmol) and 3-methoxycarbonyl phenylboronic acid (145 mg, 8.04 mmol) in 1,4-dioxane (5 mL) is treated with copper(II) acetate (110 mg, 6.03 mmol) and CS2CO3 (262 mg, 8.04 mmol). The mixture is stirred at RT for 16 h and the solvent is evaporated. The residue is partitioned between EtOAc and 1N aqueous HCl. The organic layer is dried over anhydrous Na2SO4 and concentrated. Th... Starting materials: O=CN1CCC(C(=O)O)CC1, CN(C(=O)c1ccc(Cl)cc1)C1CCNCC1c1ccc(Cl)c(Cl)c1, Cl. Yields the product CN(C(=O)c1ccc(Cl)cc1)C1CCN(C(=O)C2CCN(C=O)CC2)CC1c1ccc(Cl)c(Cl)c1. As a reaction SMILES: [CH:27](=[O:28])[N:29]1[CH2:30][CH2:31][CH:32]([C:35](=[O:36])[OH:37])[CH2:33][CH2:34]1.[Cl:2][c:3]1[cH:4][cH:5][c:6]([C:7](=[O:8])[N:9]([CH3:10])[CH:11]2[CH:12]([c:17]3[cH:18][c:19]([Cl:24])[c:20]([Cl:23])[cH:21][cH:22]3)[CH2:13][NH:14][CH2:15][CH2:16]2)[cH:25][cH:26]1.[ClH:1]>>[Cl:2][c:3]1[cH:4][cH:5][c:6]([C:7](=[O:8])[N:9]([CH3:10])[CH:11]2[CH:12]([c:17]3[cH:18][c:19]([Cl:24])[c:20]([Cl:23])[cH:21][cH:22]3)[CH2:13][N:14]([C:35]([CH:32]3[CH2:31][CH2:30][N:29]([CH:27]=[O:28])[CH2:34][CH2:33]3)=[O:36])[CH2:15][CH2:16]2)[cH:25][cH:26]1. Starting materials: CO (methanol), Br.BrCC=1C=NC=CC1 (3-(Bromomethyl)pyridine hydrobromide), O(C1=CC=CC=C1)C1=NC=2C=CC=CC2C2=C1N=CN2CCO (2-(4-phenoxy-1H-imidazo[4,5-c]quinolin-1-yl)ethanol), [OH-].[Na+] (sodium hydroxide). Reagents/catalysts: [Cl-].C(C1=CC=CC=C1)[N+](C)(C)C (benzyltrimethylammonium chloride). The solvent is O (water), ClCCl (dichloromethane), ClCCl (dichloromethane), ClCCl (dichloromethane). Product: O(C1=CC=CC=C1)C1=NC=2C=CC=CC2C2=C1N=CN2CCOCC=2C=NC=CC2 (4-phenoxy-1-[2-(pyridin-3-ylmethoxy)ethyl]-1H-imidazo[4,5-c]quinoline). Isolated yield 81.5%. RXN SMILES: Br.Br[CH2:3][C:4]1[CH:5]=[N:6][CH:7]=[CH:8][CH:9]=1.[O:10]([C:17]1[C:26]2[N:27]=[CH:28][N:29]([CH2:30][CH2:31][OH:32])[C:25]=2[C:24]2[CH:23]=[CH:22][CH:21]=[CH:20][C:19]=2[N:18]=1)[C:11]1[CH:16]=[CH:15][CH:14]=[CH:13][CH:12]=1.[OH-].[Na+].CO>[Cl-].C([N+](C)(C)C)C1C=CC=CC=1.ClCCl.O>[O:10]([C:17]1[C:26]2[N:27]=[CH:28][N:29]([CH2:30][CH2:31][O:32][CH2:3][C:4]3[CH:5]=[N:6][CH:7]=[CH:8][CH:9]=3)[C:25]=2[C:24]2[CH:23]=[CH:22][CH:21]=[CH:20][C:19]=2[N:18]=1)[C:11]1[CH:12]=[CH:13][CH:14]=[CH:15][CH:16]=1 |f:0.1,3.4,6.7|. Procedure details: 3-(Bromomethyl)pyridine hydrobromide (0.638 g, 2.52 mmol) was added in a single portion with stirring to a solution containing 2-(4-phenoxy-1H-imidazo[4,5-c]quinolin-1-yl)ethanol (0.7 g, 2.29 mmol), benzyltrimethylammonium chloride (0.03 g), sodium hydroxide (28 mL of 50%) and dichloromethane (28 mL). After 3 hours analysis by TLC (5% methanol in dichloromethane) indicated that the reaction was complete. The reaction mixture was diluted with water (100 mL) and dichloromethane (100 mL). The layer... Reactants: ClC1=C(OC=2C(=NC=CC2)OCC(=O)OC)C=C(C(=C1)F)N1C(N(C(=CC1=O)C(F)(F)F)C)=O (methyl [3-{2-chloro-4-fluoro-5-[3-methyl-2,6-dioxo-4-(trifluoromethyl)-1,2,3,6-tetrahydropyrimidin-1-yl]phenoxy}-2-pyridyloxy]acetate), C([O-])([O-])=O.[Na+].[Na+] (sodium carbonate), C(CCCC)O (n-pentanol). Solvent: O (water). Run at temperature 100 celsius, time 1.5 hour. Yields the product ClC1=C(OC=2C(=NC=CC2)OCC(=O)OCCCCC)C=C(C(=C1)F)N1C(N(C(=CC1=O)C(F)(F)F)C)=O (pentyl [3-{2-chloro-4-fluoro-5-[3-methyl-2,6-dioxo-4-(trifluoromethyl)-1,2,3,6-tetrahydropyrimidin-1-yl]phenoxy}-2-pyridyloxy]acetate). Reaction SMILES: [Cl:1][C:2]1[CH:20]=[C:19]([F:21])[C:18]([N:22]2[C:27](=[O:28])[CH:26]=[C:25]([C:29]([F:32])([F:31])[F:30])[N:24]([CH3:33])[C:23]2=[O:34])=[CH:17][C:3]=1[O:4][C:5]1[C:6]([O:11][CH2:12][C:13]([O:15][CH3:16])=[O:14])=[N:7][CH:8]=[CH:9][CH:10]=1.C(=O)([O-])[O-].[Na+].[Na+].[CH2:41](O)[CH2:42][CH2:43][CH2:44]C>O>[Cl:1][C:2]1[CH:20]=[C:19]([F:21])[C:18]([N:22]2[C:27](=[O:28])[CH:26]=[C:25]([C:29]([F:32])([F:31])[F:30])[N:24]([CH3:33])[C:23]2=[O:34])=[CH:17][C:3]=1[O:4][C:5]1[C:6]([O:11][CH2:12][C:13]([O:15][CH2:16][CH2:41][CH2:42][CH2:43][CH3:44])=[O:14])=[N:7][CH:8]=[CH:9][CH:10]=1 |f:1.2.3|. Procedure: A mixture of 0.30 g of methyl [3-{2-chloro-4-fluoro-5-[3-methyl-2,6-dioxo-4-(trifluoromethyl)-1,2,3,6-tetrahydropyrimidin-1-yl]phenoxy}-2-pyridyloxy]acetate (compound a-6), 0.06 g of sodium carbonate, and 3.0 ml of n-pentanol was stirred at 100° C. for 1.5 hours. After cooling to room temperature, the reaction mixture was poured into water, and the mixture was extracted with ethyl acetate. The organic layer was washed with saturated aqueous sodium chloride solution, dried over anhydrous magnesiu... Reactants: [H-].[Na+] (sodium hydride), [OH-].[Na+] (sodium hydroxide), N1=NC=CC2=C1OC1=C2C=CC=C1 (benzofuro[2,3-c]pyridazine), CN(C=O)C (dimethylformamide), C(Br)C1CO1 (epibromohydrin). Run in CO (methanol), O (water). Run at temperature 70 celsius, time 150 minute. The product is O1C(COC2=C(C=CC=C2)C2=C(N=NC=C2)OC)C1 (4-[2-(2,3-epoxypropoxy)phenyl]-3-methoxypyridazine). As a reaction SMILES: [N:1]1[C:6]2[O:7][C:8]3[CH:13]=[CH:12][CH:11]=[CH:10][C:9]=3[C:5]=2[CH:4]=[CH:3][N:2]=1.[H-].[Na+].[CH2:16]([CH:18]1[O:20][CH2:19]1)Br.[OH-].[Na+].CN(C)[CH:25]=[O:26]>O.CO>[O:20]1[CH2:19][CH:18]1[CH2:16][O:7][C:8]1[CH:13]=[CH:12][CH:11]=[CH:10][C:9]=1[C:5]1[CH:4]=[CH:3][N:2]=[N:1][C:6]=1[O:26][CH3:25] |f:1.2,4.5|. Procedure details: To a stirred solution of benzofuro[2,3-c]pyridazine (5.09 g) in dimethylformamide (40 ml) containing a suspension of sodium hydride (1.68 g, 50% oil) was added dry methanol (1.5 ml). The mixture was heated to 70° C. for 30 minutes and treated with epibromohydrin (10.2 ml) and stirring was continued at room temperature for 150 minutes. The mixture was poured into water (300 ml), taken to pH 10 with sodium hydroxide, extracted into dichloromethane and the organic extract was evaporated under reduc... Reactants: CC(=O)O[BH-](OC(C)=O)OC(C)=O, CCc1nc2ccccc2n1-c1nc(N2CCOCC2)c2nc(C=O)n(C)c2n1, CC1(O)CN(C2CNC2)C1, [Na+]. Yields the product CCc1nc2ccccc2n1-c1nc(N2CCOCC2)c2nc(CN3CC(N4CC(C)(O)C4)C3)n(C)c2n1. RXN SMILES: [C:40]([O:41][BH-:42]([O:43][C:44](=[O:45])[CH3:46])[O:47][C:48](=[O:49])[CH3:50])(=[O:51])[CH3:52].[CH2:1]([CH3:2])[c:3]1[n:4][c:5]2[c:6]([n:7]1-[c:8]1[n:9][c:10]([N:20]3[CH2:21][CH2:22][O:23][CH2:24][CH2:25]3)[c:11]3[n:12][c:13]([CH:18]=[O:19])[n:14]([CH3:17])[c:15]3[n:16]1)[cH:26][cH:27][cH:28][cH:29]2.[CH3:30][C:31]1([OH:39])[CH2:32][N:33]([CH:35]2[CH2:36][NH:37][CH2:38]2)[CH2:34]1.[Na+:53]>>[CH2:1]([CH3:2])[c:3]1[n:4][c:5]2[c:6]([n:7]1-[c:8]1[n:9][c:10]([N:20]3[CH2:21][CH2:22][O:23][CH2:24][CH2:25]3)[c:11]3[n:12][c:13]([CH2:18][N:37]4[CH2:36][CH:35]([N:33]5[CH2:32][C:31]([CH3:30])([OH:39])[CH2:34]5)[CH2:38]4)[n:14]([CH3:17])[c:15]3[n:16]1)[cH:26][cH:27][cH:28][cH:29]2. Reactants: CC(C)(C)C1CCC(=O)CC1, CCC(C)[BH-](C(C)CC)C(C)CC, CCC(C)B(C(C)CC)C(C)CC, [Li+], C1CCOC1. Product: CC(C)(C)C1CCC(O)CC1. RXN SMILES: [C:28]([CH3:29])([CH3:30])([CH3:31])[CH:32]1[CH2:33][CH2:34][C:35](=[O:38])[CH2:36][CH2:37]1.[CH:14]([BH-:15]([CH:16]([CH2:17][CH3:18])[CH3:19])[CH:20]([CH2:21][CH3:22])[CH3:23])([CH2:24][CH3:25])[CH3:26].[CH:1]([B:2]([CH:3]([CH2:4][CH3:5])[CH3:6])[CH:7]([CH2:8][CH3:9])[CH3:10])([CH2:11][CH3:12])[CH3:13].[Li+:27].[O:39]1[CH2:40][CH2:41][CH2:42][CH2:43]1>>[C:28]([CH3:29])([CH3:30])([CH3:31])[CH:32]1[CH2:33][CH2:34][CH:35]([OH:38])[CH2:36][CH2:37]1.